This data is from the Open Reaction Database (ORD), a public repository of structured organic reaction records. The task is: describe an organic reaction: reactants, conditions, products, and yield Reactants: [N+](=O)([O-])C1=C(C(=O)OCC)C=CC=C1OC1=C(C=CC=C1)Cl (Ethyl 2-nitro-3-(2-chlorophenoxy)benzoate), [OH-].[K+] (potassium hydroxide). Solvent: C(C)O (ethanol). Run at time 1.7 hour. Yields the product [N+](=O)([O-])C1=C(C(=O)O)C=CC=C1OC1=C(C=CC=C1)Cl (2-nitro-3-(2-chlorophenoxy)benzoic acid). As a reaction SMILES: [N+:1]([C:4]1[C:14]([O:15][C:16]2[CH:21]=[CH:20][CH:19]=[CH:18][C:17]=2[Cl:22])=[CH:13][CH:12]=[CH:11][C:5]=1[C:6]([O:8]CC)=[O:7])([O-:3])=[O:2].[OH-].[K+]>C(O)C>[N+:1]([C:4]1[C:14]([O:15][C:16]2[CH:21]=[CH:20][CH:19]=[CH:18][C:17]=2[Cl:22])=[CH:13][CH:12]=[CH:11][C:5]=1[C:6]([OH:8])=[O:7])([O-:3])=[O:2] |f:1.2|. Reported procedure: Ethyl 2-nitro-3-(2-chlorophenoxy)benzoate was suspended in 1N-potassium hydroxide (60 ml) and ethanol (60 ml) and stirred for 1.7 hrs. Ethanol was distilled off from the reaction mixture, and the remaining aqueous solution was washed with diethyl ether and acidified at 0° C. The precipitating crystals were collected by filtration, washed with water and dried over phosphorus pentoxide in vacuo to give 2-nitro-3-(2-chlorophenoxy)benzoic acid (11.3 g). mp 185°-187° C. The reactants are CS(=O)(=O)C1=NC(=CC(=N1)NC=1NN=C(C1)C)N1CCOCC1 ([2-methylsulfonyl-6-(morpholin-4-yl)-pyrimidin-4-yl]-(5-methyl-2H-pyrazol-3-yl)-amine), C(C)(=O)NC1=CC=C(C=C1)S (4-acetamidothiophenol). Run in C(C)(C)(C)O (tert-butanol). The product is desired product, C(C)(=O)NC1=CC=C(C=C1)SC1=NC(=CC(=N1)NC=1NN=C(C1)C)N1CCOCC1 ([2-(4-acetamidophenylsulfanyl)-6-(morpholin-4-yl)-pyrimidin-4-yl]-(5-methyl-2H-pyrazol-3-yl)-amine). As a reaction SMILES: [CH3:1][S:2]([C:5]1[N:10]=[C:9]([NH:11][C:12]2[NH:13][N:14]=[C:15]([CH3:17])[CH:16]=2)[CH:8]=[C:7]([N:18]2[CH2:23][CH2:22][O:21][CH2:20][CH2:19]2)[N:6]=1)(=O)=O.[C:24]([NH:27][C:28]1[CH:33]=[CH:32]C(S)=[CH:30][CH:29]=1)(=[O:26])[CH3:25]>C(O)(C)(C)C>[C:24]([NH:27][C:28]1[CH:33]=[CH:32][C:1]([S:2][C:5]2[N:10]=[C:9]([NH:11][C:12]3[NH:13][N:14]=[C:15]([CH3:17])[CH:16]=3)[CH:8]=[C:7]([N:18]3[CH2:23][CH2:22][O:21][CH2:20][CH2:19]3)[N:6]=2)=[CH:30][CH:29]=1)(=[O:26])[CH3:25]. Reported procedure: The above-prepared [2-methylsulfonyl-6-(morpholin-4-yl)-pyrimidin-4-yl]-(5-methyl-2H-pyrazol-3-yl)-amine (178 mg, 0.52 mmol) and 4-acetamidothiophenol (176 mg, 1.05 mmol) are refluxed in tert-butanol (5 mL) over 20 h. The reaction mixture is cooled to room temperature and partitioned between ethyl acetate and aqueous NaHCO3. The organic layer is washed with brine, dried over MgSO4 and concentrated in vacuo. The residue is purified by flash chromatography to give the desired product [2-(4-acetami... The reactants are C(CC)[C@@H]1NC(OC1)C(F)(F)F ((4S)-4-propyl-2-trifluoromethyloxazolidine), C(CCC)[Li] (Butyllithium), C1CCCCC1 (cyclohexane), BrC1=CC=C(C=C1)Br (1,4-dibromobenzene). The solvent is CCOCC (ether), CCOCC (ether), O (water). Conditions: time 1 hour. Yields the product BrC1=CC=C(C=C1)C(C(F)(F)F)N[C@H](CO)CCC ((2S)-2-[1-(4-bromophenyl)-2,2,2-trifluoroethylamino]-pentan-1-ol). RXN SMILES: C([Li])CCC.C1CCCCC1.Br[C:13]1[CH:18]=[CH:17][C:16]([Br:19])=[CH:15][CH:14]=1.[CH2:20]([C@H:23]1[CH2:27][O:26][CH:25]([C:28]([F:31])([F:30])[F:29])[NH:24]1)[CH2:21][CH3:22]>CCOCC.O>[Br:19][C:16]1[CH:17]=[CH:18][C:13]([CH:25]([NH:24][C@@H:23]([CH2:20][CH2:21][CH3:22])[CH2:27][OH:26])[C:28]([F:30])([F:29])[F:31])=[CH:14][CH:15]=1. Procedure details: Butyllithium (41 mL of a 2.0M cyclohexane solution) was added at −30° C. to a solution of 1,4-dibromobenzene (19.3 g, 81.89 mmol) in ether (250 mL) over 10 minutes. After 1 hour, a solution of (4S)-4-propyl-2-trifluoromethyloxazolidine (3.00 g, 16.38 mmol) was added in ether (50 mL) over 30 minutes via an addition funnel. After 90 minutes of stirring, water (100 mL) was added. The organic phase was washed with brine (100 mL), dried over MgSO4, filtered, and evaporated to dryness. The residue was... The reactants are O=C(Cl)C(=O)Cl, C1CCOC1, O=C=NS(=O)(=O)C=Cc1ccccc1, NS(=O)(=O)C=Cc1ccccc1, c1ccc(CCCC2CCNCC2)cc1, Cc1ccccc1C. Product: O=C(NS(=O)(=O)C=Cc1ccccc1)N1CCC(CCCc2ccccc2)CC1. Reaction SMILES: [Cl:13][C:14]([C:15]([Cl:16])=[O:17])=[O:18].[O:56]1[CH2:57][CH2:58][CH2:59][CH2:60]1.[c:19]1([CH:25]=[CH:26][S:27](=[O:28])(=[O:29])[N:30]=[C:31]=[O:32])[cH:20][cH:21][cH:22][cH:23][cH:24]1.[c:1]1([CH:2]=[CH:3][S:4]([NH2:5])(=[O:6])=[O:7])[cH:8][cH:9][cH:10][cH:11][cH:12]1.[c:33]1([CH2:39][CH2:40][CH2:41][CH:42]2[CH2:43][CH2:44][NH:45][CH2:46][CH2:47]2)[cH:34][cH:35][cH:36][cH:37][cH:38]1.[c:48]1([CH3:49])[c:50]([CH3:51])[cH:52][cH:53][cH:54][cH:55]1>>[c:19]1([CH:25]=[CH:26][S:27](=[O:28])(=[O:29])[NH:30][C:31](=[O:32])[N:45]2[CH2:44][CH2:43][CH:42]([CH2:41][CH2:40][CH2:39][c:33]3[cH:34][cH:35][cH:36][cH:37][cH:38]3)[CH2:47][CH2:46]2)[cH:20][cH:21][cH:22][cH:23][cH:24]1. The reactants are BrN1NC=C(C=C1)OCC1=CC=NC=C1 (1-bromo-4-(4-pyridylmethoxy)pyridazine), ClC1=CC=C(N)C=C1 (4-chloroaniline), (R)-(+)2,2′-bis(diphenyl phosphino)-1,1′-binaphthyl, C(C)(C)(C)OC(C)(C)C.[Na] (sodium t-butyloxide). The reagents and catalysts are C=1C=CC(=CC1)/C=C/C(=O)/C=C/C2=CC=CC=C2.C=1C=CC(=CC1)/C=C/C(=O)/C=C/C2=CC=CC=C2.C=1C=CC(=CC1)/C=C/C(=O)/C=C/C2=CC=CC=C2.[Pd].[Pd] (tris(dibenzylideneacetone)-dipalladium(0)). The solvent is C1(=CC=CC=C1)C (toluene), C(C)(=O)OCC (ethyl acetate). Reaction conditions: temperature 80 celsius. Product: ClC1=CC=C(C=C1)NN1NC=C(C=C1)OCC1=CC=NC=C1 (1-(4-chlorophenylamino)-4-(4-pyridylmethoxy)pyridazine). Yield: 10.0%. As a reaction SMILES: Br[N:2]1[CH:7]=[CH:6][C:5]([O:8][CH2:9][C:10]2[CH:15]=[CH:14][N:13]=[CH:12][CH:11]=2)=[CH:4][NH:3]1.[Cl:16][C:17]1[CH:23]=[CH:22][C:20]([NH2:21])=[CH:19][CH:18]=1.C(OC(C)(C)C)(C)(C)C.[Na]>C1(C)C=CC=CC=1.C(OCC)(=O)C.C1C=CC(/C=C/C(/C=C/C2C=CC=CC=2)=O)=CC=1.C1C=CC(/C=C/C(/C=C/C2C=CC=CC=2)=O)=CC=1.C1C=CC(/C=C/C(/C=C/C2C=CC=CC=2)=O)=CC=1.[Pd].[Pd]>[Cl:16][C:17]1[CH:23]=[CH:22][C:20]([NH:21][N:2]2[CH:7]=[CH:6][C:5]([O:8][CH2:9][C:10]3[CH:15]=[CH:14][N:13]=[CH:12][CH:11]=3)=[CH:4][NH:3]2)=[CH:19][CH:18]=1 |f:2.3,6.7.8.9.10,^1:32|. Reported procedure: To 1-bromo-4-(4-pyridylmethoxy)pyridazine (50 mg, 0.19 mmol) in toluene (3 mL) was added 4-chloroaniline (29 mg, 0.22 mmol), catalytical amount of (R)-(+)2,2′-bis(diphenyl phosphino)-1,1′-binaphthyl (1 mg), tris(dibenzylideneacetone)-dipalladium(0) (0.6 mg) and sodium t-butyloxide (26 mg, 0.27 mmol). The reaction mixture was heated at 80° C. for 12 h under argon. The reaction mixture became deep brown upon heating. The mixture was cooled to RT, diluted with ethyl acetate (10 mL), washed by brine... Reactants: C(C)(=O)N (acetamide), O=C1NC2=CC=CC=C2CC1NC(C)=O (N-(2-oxo-1,2,3,4-tetrahydroquinolin-3-yl)acetamide), C(C)(=O)[O-].[Na+] (sodium acetate), BrBr (bromine). The solvent is C(C)(=O)O (acetic acid), O (water), C(C)(=O)O (Acetic acid). Yields the product BrC=1C=C2CC(C(NC2=CC1)=O)NC(C)=O (N-(6-bromo-2-oxo-1,2,3,4-tetrahydroquinolin-3-yl)acetamide). Reaction SMILES: [O:1]=[C:2]1[CH:11]([NH:12][C:13](=[O:15])[CH3:14])[CH2:10][C:9]2[C:4](=[CH:5][CH:6]=[CH:7][CH:8]=2)[NH:3]1.C(N)(=O)C.C([O-])(=O)C.[Na+].[Br:25]Br>C(O)(=O)C.O>[Br:25][C:7]1[CH:8]=[C:9]2[C:4](=[CH:5][CH:6]=1)[NH:3][C:2](=[O:1])[CH:11]([NH:12][C:13](=[O:15])[CH3:14])[CH2:10]2 |f:2.3|. Reported procedure: Acetic acid (3,240 mL) was added to N-(2-oxo-1,2,3,4-tetrahydroquinolin-3-yl)acetamide (405.8 g), and the acetamide was dissolved in acetic acid at an inside temperature of 51° C. The reactor was cooled to an inside temperature of 25° C., and sodium acetate was added thereto. To the mixture maintained at an inside temperature of 25° C., bromine was dropwise added over 30 minutes under stirring. The reaction mixture was added to water (35 L), and the reactor was washed with water (3.24 L). The th... The reactants are [OH-].[Na+] (NaOH), BrC=1C=CC=C2C=C(C=NC12)F (8-bromo-3-fluoroquinoline), [Cl-].C(C)(C)(C)OC(C[Zn+])=O ((2-Tert-butoxy-2-oxoethyl)zinc(II) chloride), CO (MeOH), ester. Solvent: O1CCOCC1 (dioxane). The product is FC=1C=NC2=C(C=CC=C2C1)CC(=O)O (2-(3-Fluoroquinolin-8-yl)acetic acid). Reaction SMILES: Br[C:2]1[CH:3]=[CH:4][CH:5]=[C:6]2[C:11]=1[N:10]=[CH:9][C:8]([F:12])=[CH:7]2.[Cl-].C([O:18][C:19](=[O:22])[CH2:20][Zn+])(C)(C)C.[OH-].[Na+].CO>O1CCOCC1>[F:12][C:8]1[CH:9]=[N:10][C:11]2[C:6]([CH:7]=1)=[CH:5][CH:4]=[CH:3][C:2]=2[CH2:20][C:19]([OH:22])=[O:18] |f:1.2,3.4|. Procedure: The title compound was prepared from 8-bromo-3-fluoroquinoline (568 mg, 2.51 mmol) and 0.5 M (2-Tert-butoxy-2-oxoethyl)zinc(II) chloride according to Protocol P, accept that the ester was converted to the acid using NaOH and MeOH in dioxane. Method [7] retention time 2.39 min by HPLC (M+=206). The reactants are O=C(Cl)C(=O)Cl, CC(C(=O)OC(C)(C)C)n1ccc(N)n1, ClCCl, Cn1ccc(NC(=O)C(CC2CCCC2)c2ccc(S(C)(=O)=O)c(Cl)c2)n1, Cc1cccc(C)n1. Yields the product CC(C)(C)OC(=O)CCn1ccc(NC(=O)C(CC2CCCC2)c2ccc(S(C)(=O)=O)c(Cl)c2)n1. RXN SMILES: [C:28]([Cl:29])(=[O:30])[C:31]([Cl:32])=[O:33].[C:42]([CH3:43])([CH3:44])([CH3:45])[O:46][C:47]([CH:48]([n:49]1[cH:50][cH:51][c:52]([NH2:53])[n:54]1)[CH3:55])=[O:56].[CH2:57]([Cl:58])[Cl:59].[Cl:1][c:2]1[cH:3][c:4]([CH:12]([C:13](=[O:14])[NH:15][c:16]2[n:17][n:18]([CH3:21])[cH:19][cH:20]2)[CH2:22][CH:23]2[CH2:24][CH2:25][CH2:26][CH2:27]2)[cH:5][cH:6][c:7]1[S:8](=[O:9])(=[O:10])[CH3:11].[n:34]1[c:35]([CH3:36])[cH:37][cH:38][cH:39][c:40]1[CH3:41]>>[Cl:1][c:2]1[cH:3][c:4]([CH:12]([C:13](=[O:14])[NH:15][c:16]2[n:17][n:18]([CH2:21][CH2:48][C:47]([O:46][C:42]([CH3:43])([CH3:44])[CH3:45])=[O:56])[cH:19][cH:20]2)[CH2:22][CH:23]2[CH2:24][CH2:25][CH2:26][CH2:27]2)[cH:5][cH:6][c:7]1[S:8](=[O:9])(=[O:10])[CH3:11].